This data is from the Open Reaction Database (ORD), a public repository of structured organic reaction records. The task is: describe an organic reaction: reactants, conditions, products, and yield The reactants are C(C)N(CCNC(=O)C1=C(NC=2\C(\CCCC12)=C\1/C(NC2=CC=C(C=C12)F)=O)C)CC ((Z)—N-[2-(diethylamino)ethyl]-2-methyl-7-(1,2-dihydro-5-fluoro-2-oxo-3H-indol-3-ylidene)-4,5,6,7-tetrahydro-1H-indol-3-carboxamide), C(C)#N (acetonitrile), C([C@@H](O)C1=CC=CC=C1)(=O)O (L-mandelic acid). Run in ClCCl (dichloromethane). Yields the product C([C@@H](O)C1=CC=CC=C1)(=O)O.C(C)N(CCNC(=O)C1=C(NC=2\C(\CCCC12)=C\1/C(NC2=CC=C(C=C12)F)=O)C)CC ((Z)—N-[2-(diethylamino)ethyl]-2-methyl-7-(1,2-dihydro-5-fluoro-2-oxo-3H-indol-3-ylidene)-4,5,6,7-tetrahydro-1H-indol-3-carboxamide L-mandelate). Isolated yield 87.0%. Reaction SMILES: [CH2:1]([N:3]([CH2:30][CH3:31])[CH2:4][CH2:5][NH:6][C:7]([C:9]1[C:17]2[CH2:16][CH2:15][CH2:14]/[C:13](=[C:18]3/[C:19](=[O:28])[NH:20][C:21]4[C:26]/3=[CH:25][C:24]([F:27])=[CH:23][CH:22]=4)/[C:12]=2[NH:11][C:10]=1[CH3:29])=[O:8])[CH3:2].C(#N)C.[C:35]([OH:45])(=[O:44])[C@H:36]([C:38]1[CH:43]=[CH:42][CH:41]=[CH:40][CH:39]=1)[OH:37]>ClCCl>[C:35]([OH:45])(=[O:44])[C@H:36]([C:38]1[CH:43]=[CH:42][CH:41]=[CH:40][CH:39]=1)[OH:37].[CH2:30]([N:3]([CH2:1][CH3:2])[CH2:4][CH2:5][NH:6][C:7]([C:9]1[C:17]2[CH2:16][CH2:15][CH2:14]/[C:13](=[C:18]3/[C:19](=[O:28])[NH:20][C:21]4[C:26]/3=[CH:25][C:24]([F:27])=[CH:23][CH:22]=4)/[C:12]=2[NH:11][C:10]=1[CH3:29])=[O:8])[CH3:31] |f:4.5|. Procedure details: 4.25 g (10 mmol) (Z)—N-[2-(diethylamino)ethyl]-2-methyl-7-(1,2-dihydro-5-fluoro-2-oxo-3H-indol-3-ylidene)-4,5,6,7-tetrahydro-1H-indol-3-carboxamide was added to a mixture of 250 ml acetonitrile and 50 ml dichloromethane. The mixture was treated under ultrasonic sound to uniform dispersion. 1.81 g (12 mmol) L-mandelic acid was added and the solution was heated to reflux with stirring under nitrogen atmosphere. After reaction for 1 h, the resulting mixture was filtered while hot, and the filtrate ... The reactants are COC(=O)C1=C(N=C(O1)C1=CC=C(C=C1)C(F)(F)F)CC (4-Ethyl-2-(4-trifluoromethyl-phenyl)-oxazole-5-carboxylic acid methyl ester), [Li+].[BH4-] (LiBH4), [Li+].[BH4-] (LiBH4). The solvent is C1CCOC1 (THF). Product: C(C)C=1N=C(OC1CO)C1=CC=C(C=C1)C(F)(F)F ([4-Ethyl-2-(4-trifluoromethyl-phenyl)-oxazol-5-yl]-methanol). Reaction SMILES: C[O:2][C:3]([C:5]1[O:9][C:8]([C:10]2[CH:15]=[CH:14][C:13]([C:16]([F:19])([F:18])[F:17])=[CH:12][CH:11]=2)=[N:7][C:6]=1[CH2:20][CH3:21])=O.[Li+].[BH4-]>C1COCC1>[CH2:20]([C:6]1[N:7]=[C:8]([C:10]2[CH:15]=[CH:14][C:13]([C:16]([F:19])([F:18])[F:17])=[CH:12][CH:11]=2)[O:9][C:5]=1[CH2:3][OH:2])[CH3:21] |f:1.2|. Reported procedure: To a solution of 4-Ethyl-2-(4-trifluoromethyl-phenyl)-oxazole-5-carboxylic acid methyl ester (4.63 g, 15.47 mmole) in THF (100 mL), is added LiBH4 in one portion at 0° C. The reaction is warmed up to room temperature and stirred for an hour. Additional LiBH4 is added and the reaction is heated at 60° C. for 30 minutes. The excess amount of LiBH4 is destroyed using 6N HCl (50 mL) dropwise at 0° C. The mixture is partitioned between ethyl acetate (300 mL) and brine (300 mL). The organic layer is w... The solvent is C1CCOC1 (THF), C1CCOC1 (THF), C1CCOC1 (THF). The reactants are C[Si](C)(C)[N-][Si](C)(C)C.[Li+] (lithium bis(trimethylsilyl)amide), solution, ClC1=C(C2=C(C=N1)C(OC2)=O)Cl (6,7-dichloro-1H-furo[3,4-c]pyridin-3-one), Cl (HCl), FC=1C=C2CC(NC2=CC1)=O (5-fluoro-1,3-dihydro-indol-2-one). Run at temperature 0 celsius, time 10 minute. Reported procedure: A solution of 5-fluoro-1,3-dihydro-indol-2-one (1.44 g, 9.54 mmol.) in THF (10 mL) is cooled to 0° C. under an argon atmosphere and treated with a solution of lithium bis(trimethylsilyl)amide (19 mL of a 1 M solution in THF, 19.0 mmol) dropwise. The resulting solution is stirred at 0° C. for 10 min and warmed room temperature. A solution of 6,7-dichloro-1H-furo[3,4-c]pyridin-3-one (1.28 g, 6.27 mmol) in THF (9 mL) is added dropwise to the reaction mixture. The resulting solution is stirred at ro... Product: ClC1=C(C2=C(C=N1)C(OC2)=C2C(NC1=CC=C(C=C21)F)=O)Cl (3-(6,7-Dichloro-1H-furo[3,4-c]pyridin-3-ylidene)-5-fluoro-1,3-dihydro-indol-2-one). As a reaction SMILES: [F:1][C:2]1[CH:3]=[C:4]2[C:8](=[CH:9][CH:10]=1)[NH:7][C:6](=[O:11])[CH2:5]2.C[Si]([N-][Si](C)(C)C)(C)C.[Li+].[Cl:22][C:23]1[N:28]=[CH:27][C:26]2[C:29](=O)[O:30][CH2:31][C:25]=2[C:24]=1[Cl:33].Cl>C1COCC1>[Cl:22][C:23]1[N:28]=[CH:27][C:26]2[C:29](=[C:5]3[C:4]4[C:8](=[CH:9][CH:10]=[C:2]([F:1])[CH:3]=4)[NH:7][C:6]3=[O:11])[O:30][CH2:31][C:25]=2[C:24]=1[Cl:33] |f:1.2|. Yield: 67.6%. Reactants: O=C([O-])[O-], CN(C)C=O, Oc1cc(Cl)c(OC(F)(F)C(F)F)c(Cl)c1, ClCC=C(Cl)Cl, [K+], [K+]. Yields the product FC(F)C(F)(F)Oc1c(Cl)cc(OCC=C(Cl)Cl)cc1Cl. RXN SMILES: [C:17](=[O:18])([O-:19])[O-:20].[CH3:29][N:30]([CH3:31])[CH:32]=[O:33].[Cl:1][c:2]1[cH:3][c:4]([OH:16])[cH:5][c:6]([Cl:15])[c:7]1[O:8][C:9]([CH:10]([F:11])[F:12])([F:13])[F:14].[Cl:23][C:24](=[CH:25][CH2:26][Cl:27])[Cl:28].[K+:21].[K+:22]>>[Cl:1][c:2]1[cH:3][c:4]([O:16][CH2:26][CH:25]=[C:24]([Cl:23])[Cl:28])[cH:5][c:6]([Cl:15])[c:7]1[O:8][C:9]([CH:10]([F:11])[F:12])([F:13])[F:14]. The reactants are Cl[Si](C1=CC=CC=C1)(C1=CC=CC=C1)Cl (dichlorodiphenylsilane), [SiH3]O (silanol), C1=CC=CC2=CC3=CC=CC=C3C(=C12)Br (9-anthracenyl bromide), Cl[Si](C1=CC=CC=C1)(C1=CC=CC=C1)Cl (dichlorodiphenylsilane), C(CCC)[Li] (n-butyllithium). Run in O (water). The product is C1=CC=CC2=CC3=CC=CC=C3C(=C12)[Si](O)(C1=CC=CC=C1)C1=CC=CC=C1 ((9-anthracenyl)diphenylsilanol). Reaction SMILES: [SiH3][OH:2].[CH:3]1[C:16]2[C:7](=[CH:8][C:9]3[C:14]([C:15]=2Br)=[CH:13][CH:12]=[CH:11][CH:10]=3)[CH:6]=[CH:5][CH:4]=1.C([Li])CCC.Cl[Si:24](Cl)([C:31]1[CH:36]=[CH:35][CH:34]=[CH:33][CH:32]=1)[C:25]1[CH:30]=[CH:29][CH:28]=[CH:27][CH:26]=1>O>[CH:3]1[C:16]2[C:7](=[CH:8][C:9]3[C:14]([C:15]=2[Si:24]([C:31]2[CH:36]=[CH:35][CH:34]=[CH:33][CH:32]=2)([C:25]2[CH:30]=[CH:29][CH:28]=[CH:27][CH:26]=2)[OH:2])=[CH:13][CH:12]=[CH:11][CH:10]=3)[CH:6]=[CH:5][CH:4]=1. Reported procedure: For preparation of the silanol, 20 mmol 9-anthracenyl bromide are metallized with the equimolar amount of n-butyllithium (2 M solution in cyclohexane, 20 mmol) at −20° C. and dichlorodiphenylsilane is then added, in accordance with Example 2.1. When the addition of the dichlorodiphenylsilane has ended, the reaction mixture is heated under reflux for 3 h and then hydrolysed by addition of water (100 g).